The task is: describe an organic reaction: reactants, conditions, products, and yield. This data is from the Open Reaction Database (ORD), a public repository of structured organic reaction records. The reactants are ClC1=CC=C(C=C1)NC1=NC=2N(C=C1)N=CC2C=O (5-(4-chlorophenylamino)pyrazolo[1,5-a]pyrimidine-3-carbaldehyde), S1C(NC(C1)=O)=O (thiazolidine-2,4-dione), N1CCCCC1 (piperidine). Solvent: CCO (EtOH). Conditions: temperature 70 celsius. Product: ClC1=CC=C(C=C1)NC1=NC=2N(C=C1)N=CC2C=C2C(NC(S2)=O)=O (5-((5-(4-chlorophenylamino)pyrazolo[1,5-a]pyrimidin-3-yl)methylene)thiazolidine-2,4-dione). RXN SMILES: [Cl:1][C:2]1[CH:7]=[CH:6][C:5]([NH:8][C:9]2[CH:14]=[CH:13][N:12]3[N:15]=[CH:16][C:17]([CH:18]=O)=[C:11]3[N:10]=2)=[CH:4][CH:3]=1.[S:20]1[CH2:24][C:23](=[O:25])[NH:22][C:21]1=[O:26].N1CCCCC1>CCO>[Cl:1][C:2]1[CH:3]=[CH:4][C:5]([NH:8][C:9]2[CH:14]=[CH:13][N:12]3[N:15]=[CH:16][C:17]([CH:18]=[C:24]4[S:20][C:21](=[O:26])[NH:22][C:23]4=[O:25])=[C:11]3[N:10]=2)=[CH:6][CH:7]=1. Procedure: To 5-(4-chlorophenylamino)pyrazolo[1,5-a]pyrimidine-3-carbaldehyde (117 mg, 0.430 mmol) in EtOH was added thiazolidine-2,4-dione (50 mg, 0.430 mmol) and piperidine (43 μl, 0.430 mmol). The mixture was heated at 70° C. and the product formed quickly. The solid formed was isolated by filtration and air dried to yield 5-((5-(4-chlorophenylamino)pyrazolo[1,5-a]pyrimidin-3-yl)methylene)thiazolidine-2,4-dione. LCMS (M+1=372) Starting materials: C(C)(C)(C)OC(N[C@H]1[C@H](N(C1=O)CC1=C(C=C(C=C1)OC)OC)CCC(CO[Si](C)(C)C(C)(C)C)=O)=O ((2R, 3S)-[2-[4-(tert-Butyl-dimethyl-silanyloxy)-3-oxo-butyl]-1-(2,4-dimethoxy-benzyl)-4-oxo-azetidin-3-yl]-carbamic acid tert-butyl ester), S(=O)(=O)([O-])OOS(=O)(=O)[O-].[K+].[K+] (potassium persulfate), solution, C([O-])([O-])=O.[Na+].[Na+] (sodium carbonate). Run in C(C)#N (acetonitrile), O (water). Reaction conditions: time 2 hour. Product: C(C)(C)(C)OC(N[C@H]1[C@H](NC1=O)CCC(CO[Si](C)(C)C(C)(C)C)=O)=O ((2R, 3S)-[2-[4-(tert-Butyl-dimethyl-silanyloxy)-3-oxo-butyl]-4-oxo-azetidin-3-yl]-carbamic acid tert-butyl ester). The yield is 80.0%. Reaction SMILES: [C:1]([O:5][C:6](=[O:37])[NH:7][C@@H:8]1[C:11](=[O:12])[N:10](CC2C=CC(OC)=CC=2OC)[C@@H:9]1[CH2:24][CH2:25][C:26](=[O:36])[CH2:27][O:28][Si:29]([C:32]([CH3:35])([CH3:34])[CH3:33])([CH3:31])[CH3:30])([CH3:4])([CH3:3])[CH3:2].S(OOS([O-])(=O)=O)([O-])(=O)=O.[K+].[K+].C(=O)([O-])[O-].[Na+].[Na+]>C(#N)C.O>[C:1]([O:5][C:6](=[O:37])[NH:7][C@@H:8]1[C:11](=[O:12])[NH:10][C@@H:9]1[CH2:24][CH2:25][C:26](=[O:36])[CH2:27][O:28][Si:29]([C:32]([CH3:35])([CH3:34])[CH3:33])([CH3:30])[CH3:31])([CH3:4])([CH3:2])[CH3:3] |f:1.2.3,4.5.6|. Reported procedure: To a solution of 830 g (1.50 Mol) (2R, 3S)-[2-[4-(tert-butyl-dimethyl-silanyloxy)-3-oxo-butyl]-1-(2,4-dimethoxy-benzyl)-4-oxo-azetidin-3-yl]-carbamic acid tert-butyl ester (4) in 8.3 l acetonitrile and 4.15 l water were added in intervals of 25 min three portions of 415 g (1.53 Mol) potassium persulfate at 72-75° C. The pH was kept at 4.9-5.3 by addition of a 10% solution of sodium carbonate (3.75 l). The mixture was stirred at the indicated temperature for 2 h and then cooled to room temperatur... Starting materials: B, C1CCOC1, COc1ccc([N+](=O)[O-])c(Sc2cccc(C(N)=O)c2)c1, Cl, [K+], [OH-]. Yields the product COc1ccc([N+](=O)[O-])c(Sc2cccc(CN)c2)c1, Cl. RXN SMILES: [BH3:22].[CH2:26]1[O:27][CH2:28][CH2:29][CH2:30]1.[CH3:1][O:2][c:3]1[cH:4][cH:5][c:6]([N+:19](=[O:20])[O-:21])[c:7]([S:9][c:10]2[cH:11][c:12]([C:13](=[O:14])[NH2:15])[cH:16][cH:17][cH:18]2)[cH:8]1.[ClH:23].[K+:25].[OH-:24]>>[CH3:1][O:2][c:3]1[cH:4][cH:5][c:6]([N+:19](=[O:20])[O-:21])[c:7]([S:9][c:10]2[cH:11][c:12]([CH2:13][NH2:15])[cH:16][cH:17][cH:18]2)[cH:8]1.[ClH:23]. Starting materials: CC1=C(C=C(N)C=C1)N1C=CN2N=C(C=C21)C=2C=NC=CC2 (4-Methyl-3-[6-(pyridin-3-yl)-1H-imidazo[1,2-b]pyrazol-1-yl]aniline), C(#N)C=1C=C(C(=O)O)C=C(C1)C(F)(F)F (3-Cyano-5-(trifluoromethyl)benzoic acid). Yields the product C(#N)C=1C=C(C(=O)NC2=CC(=C(C=C2)C)N2C=CN3N=C(C=C32)C=3C=NC=CC3)C=C(C1)C(F)(F)F (3-Cyano-N-{4-methyl-3-[6-(pyridin-3-yl)-1H-imidazo[1,2-b]pyrazol-1-yl]phenyl}-5-(trifluoromethyl)benzamide). RXN SMILES: [CH3:1][C:2]1[CH:8]=[CH:7][C:5]([NH2:6])=[CH:4][C:3]=1[N:9]1[C:16]2[N:12]([N:13]=[C:14]([C:17]3[CH:18]=[N:19][CH:20]=[CH:21][CH:22]=3)[CH:15]=2)[CH:11]=[CH:10]1.[C:23]([C:25]1[CH:26]=[C:27]([CH:31]=[C:32]([C:34]([F:37])([F:36])[F:35])[CH:33]=1)[C:28](O)=[O:29])#[N:24]>>[C:23]([C:25]1[CH:26]=[C:27]([CH:31]=[C:32]([C:34]([F:35])([F:37])[F:36])[CH:33]=1)[C:28]([NH:6][C:5]1[CH:7]=[CH:8][C:2]([CH3:1])=[C:3]([N:9]2[C:16]3[N:12]([N:13]=[C:14]([C:17]4[CH:18]=[N:19][CH:20]=[CH:21][CH:22]=4)[CH:15]=3)[CH:11]=[CH:10]2)[CH:4]=1)=[O:29])#[N:24]. Procedure details: Analogously to the process described in Example 26, 80 mg (0.276 mmol) of the compound of Example 6A and 60 mg (0.276 mmol) of the compound of Example 42A gave 72 mg (54% of theory) of the title compound. In this case, the reaction time was 18 h, and subsequent trituration of the product with diisopropyl ether could be dispensed with. Reactants: COc1ccc(C2Sc3cc(Cl)ccc3N(CCN(C)Cc3ccccc3)C(=O)C2O)cc1, CC(=O)OC(C)=O, c1ccncc1. Product: COc1ccc(C2Sc3cc(Cl)ccc3N(CCN(C)Cc3ccccc3)C(=O)C2OC(C)=O)cc1. RXN SMILES: [CH3:1][O:2][c:3]1[cH:4][cH:5][c:6]([CH:9]2[S:10][c:11]3[c:12]([cH:29][cH:30][c:31]([Cl:33])[cH:32]3)[N:13]([CH2:18][CH2:19][N:20]([CH3:21])[CH2:22][c:23]3[cH:24][cH:25][cH:26][cH:27][cH:28]3)[C:14](=[O:17])[CH:15]2[OH:16])[cH:7][cH:8]1.[CH3:34][C:35](=[O:36])[O:37][C:38](=[O:39])[CH3:40].[cH:41]1[cH:42][cH:43][n:44][cH:45][cH:46]1>>[CH3:1][O:2][c:3]1[cH:4][cH:5][c:6]([CH:9]2[S:10][c:11]3[c:12]([cH:29][cH:30][c:31]([Cl:33])[cH:32]3)[N:13]([CH2:18][CH2:19][N:20]([CH3:21])[CH2:22][c:23]3[cH:24][cH:25][cH:26][cH:27][cH:28]3)[C:14](=[O:17])[CH:15]2[O:16][C:35]([CH3:34])=[O:36])[cH:7][cH:8]1.